This data is from the Open Reaction Database (ORD), a public repository of structured organic reaction records. The task is: describe an organic reaction: reactants, conditions, products, and yield The reactants are N (ammonia), FC1=C(C=CC=C1)C1=NN=C2N1N=C(C=C2)SC(C(=O)OCC)CC (ethyl 2-((3-(2-fluorophenyl)-[1,2,4]triazolo[4,3-b]pyridazin-6-yl)thio)butanoate). The solvent is CO (methanol). Conditions: temperature 50 celsius, time 16 hour. Yields the product FC1=C(C=CC=C1)C1=NN=C2N1N=C(C=C2)SC(C(=O)N)CC (2-((3-(2-fluorophenyl)-[1,2,4]triazolo[4,3-b]pyridazin-6-yl)thio)butanamide). Reaction SMILES: [NH3:1].[F:2][C:3]1[CH:8]=[CH:7][CH:6]=[CH:5][C:4]=1[C:9]1[N:13]2[N:14]=[C:15]([S:18][CH:19]([CH2:25][CH3:26])[C:20](OCC)=[O:21])[CH:16]=[CH:17][C:12]2=[N:11][N:10]=1>CO>[F:2][C:3]1[CH:8]=[CH:7][CH:6]=[CH:5][C:4]=1[C:9]1[N:13]2[N:14]=[C:15]([S:18][CH:19]([CH2:25][CH3:26])[C:20]([NH2:1])=[O:21])[CH:16]=[CH:17][C:12]2=[N:11][N:10]=1. Procedure details: To 10 ml of dry methanol saturated with ammonia was added 0.5 mmol of ethyl 2-((3-(2-fluorophenyl)-[1,2,4]triazolo[4,3-b]pyridazin-6-yl)thio)butanoate. The pressure tube was stoppered tightly, and the solution was stirred for 16 hours at 50° C. The white precipitate was collected and washed with cold methanol to give 2-((3-(2-fluorophenyl)-[1,2,4]triazolo[4,3-b]pyridazin-6-yl)thio)butanamide. Starting materials: CC(C)c1cc(CCl)c(C(C)C)cc1Br, ClC(Cl)(Cl)Cl, Cl, [Fe]. Product: CC(C)c1cc(Br)c(C(C)C)c(Cl)c1CCl. As a reaction SMILES: [Br:1][c:2]1[cH:3][c:4]([CH:13]([CH3:14])[CH3:15])[c:5]([CH2:6][Cl:7])[cH:8][c:9]1[CH:10]([CH3:11])[CH3:12].[C:17]([Cl:18])([Cl:19])([Cl:20])[Cl:21].[Cl:16].[Fe:22]>>[Br:1][c:2]1[cH:3][c:4]([CH:13]([CH3:14])[CH3:15])[c:5]([CH2:6][Cl:7])[c:8]([Cl:18])[c:9]1[CH:10]([CH3:11])[CH3:12]. Reactants: CCO, C=C(CN1CCCCC1)c1ccc2c(c1)CCCC2NC(=O)CC1CCCCN1S(=O)(=O)c1cccc(C(F)(F)F)c1. Yields the product CC(CN1CCCCC1)c1ccc2c(c1)CCCC2NC(=O)CC1CCCCN1S(=O)(=O)c1cccc(C(F)(F)F)c1. RXN SMILES: [CH3:43][CH2:44][OH:45].[N:1]1([CH2:7][C:8](=[CH2:9])[c:10]2[cH:11][c:12]3[c:17]([cH:18][cH:19]2)[CH:16]([NH:20][C:21]([CH2:22][CH:23]2[N:24]([S:29](=[O:30])(=[O:31])[c:32]4[cH:33][c:34]([C:38]([F:39])([F:40])[F:41])[cH:35][cH:36][cH:37]4)[CH2:25][CH2:26][CH2:27][CH2:28]2)=[O:42])[CH2:15][CH2:14][CH2:13]3)[CH2:2][CH2:3][CH2:4][CH2:5][CH2:6]1>>[N:1]1([CH2:7][CH:8]([CH3:9])[c:10]2[cH:11][c:12]3[c:17]([cH:18][cH:19]2)[CH:16]([NH:20][C:21]([CH2:22][CH:23]2[N:24]([S:29](=[O:30])(=[O:31])[c:32]4[cH:33][c:34]([C:38]([F:39])([F:40])[F:41])[cH:35][cH:36][cH:37]4)[CH2:25][CH2:26][CH2:27][CH2:28]2)=[O:42])[CH2:15][CH2:14][CH2:13]3)[CH2:2][CH2:3][CH2:4][CH2:5][CH2:6]1. Reactants: C(=O)O (Formic acid), C(C)(=O)OC(C)=O (acetic anhydride), OCCN1C(C(=NC2=CC=CC=C12)C(=O)O)=O (3,4-dihydro-4(2-hydroxyethyl)-3-oxo-2-quinoxalinecarboxylic acid). Solvent: N1=CC=CC=C1 (pyridine). Run at time 6 hour. Product: C(=O)OCCN1C(C(=NC2=CC=CC=C12)C(=O)O)=O (4(2-Formyloxyethyl)-3,4-dihydro-3-oxo-2-quinoxalinecarboxylic acid). Reaction SMILES: [CH:1]([OH:3])=[O:2].C(OC(=O)C)(=O)C.O[CH2:12][CH2:13][N:14]1[C:23]2[C:18](=[CH:19][CH:20]=[CH:21][CH:22]=2)[N:17]=[C:16]([C:24]([OH:26])=[O:25])[C:15]1=[O:27]>N1C=CC=CC=1>[CH:1]([O:3][CH2:12][CH2:13][N:14]1[C:23]2[C:18](=[CH:19][CH:20]=[CH:21][CH:22]=2)[N:17]=[C:16]([C:24]([OH:26])=[O:25])[C:15]1=[O:27])=[O:2]. Reported procedure: Formic acid (3 ml., 98%) was added dropwise to acetic anhydride (6 ml) which was cooled below 5°. The mixture was heated at 50° for 15 minutes and cooled to below 5° and added slowly to a cold (5°-10°) solution of 3,4-dihydro-4(2-hydroxyethyl)-3-oxo-2-quinoxalinecarboxylic acid (3.2 g) in pyridine (40 ml). The solution was allowed to warm to room temperature, stirred for 6 hours and the pyridine was distilled off under reduced pressure. Hydrochloric acid (50 ml., 2N) was added to the residue and... The reactants are FC1=C(C=C2C=NN(C2=C1)C)CC1=CN=C2N1N=C(C=C2)C=O (3-((6-fluoro-1-methyl-1H-indazol-5-yl)methyl)imidazo[1,2-b]pyridazine-6-carbaldehyde), C(C)[Mg]Br (ethylmagnesium bromide). The solvent is C1CCOC1 (THF), C1CCOC1 (THF). Conditions: time 16 hour. Product: FC1=C(C=C2C=NN(C2=C1)C)CC1=CN=C2N1N=C(C=C2)C(CC)O (1-(3-((6-Fluoro-1-methyl-1H-indazol-5-yl)methyl)imidazo[1,2-b]pyridazin-6-yl)propan-1-ol). The yield is 10.0%. As a reaction SMILES: [F:1][C:2]1[CH:10]=[C:9]2[C:5]([CH:6]=[N:7][N:8]2[CH3:11])=[CH:4][C:3]=1[CH2:12][C:13]1[N:17]2[N:18]=[C:19]([CH:22]=[O:23])[CH:20]=[CH:21][C:16]2=[N:15][CH:14]=1.[CH2:24]([Mg]Br)[CH3:25]>C1COCC1>[F:1][C:2]1[CH:10]=[C:9]2[C:5]([CH:6]=[N:7][N:8]2[CH3:11])=[CH:4][C:3]=1[CH2:12][C:13]1[N:17]2[N:18]=[C:19]([CH:22]([OH:23])[CH2:24][CH3:25])[CH:20]=[CH:21][C:16]2=[N:15][CH:14]=1. Reported procedure: To a solution of 3-((6-fluoro-1-methyl-1H-indazol-5-yl)methyl)imidazo[1,2-b]pyridazine-6-carbaldehyde (52 mg, 0.168 mmol) in THF (4 mL) at 0° C., was added a solution of ethylmagnesium bromide in THF (1M, 0.336 mL) dropwise. After stirring for 16 h, the reaction mixture was quenched with NH4Cl(aq), extracted with EtOAc, dried over Na2SO4. Filtered through Celite and concentrated in vacuo to give a crude product (14 mg, 10%). LCMS (method B): [MH]+=340, tR=2.04 min. The reactants are C(C)(=O)OCC (ethyl acetate), BrC1=NC(=CC=C1OC)C(=C)C (2-bromo-6-isopropenyl-3-methoxy-pyridine), C([O-])([O-])=O.[Cs+].[Cs+] (cesium carbonate), C(#N)C=1C=C(CN(C2=NC=C(C=N2)OCCCC(=O)OC(C)(C)C)CC2=C(C=C(C(=C2)OC)OC)B2OC(C(O2)(C)C)(C)C)C=C(C1)C(F)(F)F (Tert-butyl 4-(2-{(3-cyano-5-trifluoromethyl-benzyl)-[4,5-dimethoxy-2-(4,4,5,5-tetramethyl-[1,3,2]dioxaborolan-2-yl)-benzyl]-amino}-pyrimidin-5-yloxy)-butyrate). Run in O (water), O1CCOCC1 (1,4-dioxane). Conditions: temperature 80 celsius, time 8 hour. Product: C(#N)C=1C=C(CN(C2=NC=C(C=N2)OCCCC(=O)OC(C)(C)C)CC2=C(C=C(C(=C2)OC)OC)C2=NC(=CC=C2OC)C(=C)C)C=C(C1)C(F)(F)F (tert-butyl 4-(2-{(3-cyano-5-trifluoromethyl-benzyl)-[2-(6-isopropenyl-3-methoxy-pyridin-2-yl)-4,5-dimethoxy-benzyl]-amino}-pyrimidin-5-yloxy)-butyrate). The yield is 27.5%. Reaction SMILES: [C:1]([C:3]1[CH:4]=[C:5]([CH:45]=[C:46]([C:48]([F:51])([F:50])[F:49])[CH:47]=1)[CH2:6][N:7]([CH2:25][C:26]1[CH:31]=[C:30]([O:32][CH3:33])[C:29]([O:34][CH3:35])=[CH:28][C:27]=1B1OC(C)(C)C(C)(C)O1)[C:8]1[N:13]=[CH:12][C:11]([O:14][CH2:15][CH2:16][CH2:17][C:18]([O:20][C:21]([CH3:24])([CH3:23])[CH3:22])=[O:19])=[CH:10][N:9]=1)#[N:2].Br[C:53]1[C:58]([O:59][CH3:60])=[CH:57][CH:56]=[C:55]([C:61]([CH3:63])=[CH2:62])[N:54]=1.C(=O)([O-])[O-].[Cs+].[Cs+].C(OCC)(=O)C>O1CCOCC1.O>[C:1]([C:3]1[CH:4]=[C:5]([CH:45]=[C:46]([C:48]([F:51])([F:50])[F:49])[CH:47]=1)[CH2:6][N:7]([CH2:25][C:26]1[CH:31]=[C:30]([O:32][CH3:33])[C:29]([O:34][CH3:35])=[CH:28][C:27]=1[C:53]1[C:58]([O:59][CH3:60])=[CH:57][CH:56]=[C:55]([C:61]([CH3:63])=[CH2:62])[N:54]=1)[C:8]1[N:13]=[CH:12][C:11]([O:14][CH2:15][CH2:16][CH2:17][C:18]([O:20][C:21]([CH3:23])([CH3:24])[CH3:22])=[O:19])=[CH:10][N:9]=1)#[N:2] |f:2.3.4|. Procedure details: Tert-butyl 4-(2-{(3-cyano-5-trifluoromethyl-benzyl)-[4,5-dimethoxy-2-(4,4,5,5-tetramethyl-[1,3,2]dioxaborolan-2-yl)-benzyl]-amino}-pyrimidin-5-yloxy)-butyrate (60 mg) is dissolved in 1,4-dioxane (1.5 ml) and thereto are added 2-bromo-6-isopropenyl-3-methoxy-pyridine (38 mg), [1,1′-bis(diphenylphosphino)ferrocene]dichloropalladium dichloromethane complex (7 mg) and cesium carbonate (55 mg), and the mixture is stirred under nitrogen atmosphere at 80° C. overnight. The reaction solution is cooled t... The reactants are [Br-] (bromide), BrC1=CC=C(C=C1)C1=NOC(C1)CNC(=O)C=1SC(=CC1)Cl (5-Chloro-thiophene-2-carboxylic acid [3-(4-bromo-phenyl)-4,5-dihydro-isoxazol-5-ylmethyl]-amide), OC1=NC=CC=C1 (2-hydroxypyridine), CNCCNC (N,N′-dimethylethylenediamine), [O-]P(=O)([O-])[O-].[K+].[K+].[K+] (K3PO4). Reagents/catalysts: [Cu]I (CuI). Solvent: CS(=O)C (DMSO), O1CCOCC1 (dioxane). Yields the product ClC1=CC=C(S1)C(=O)NCC1CC(=NO1)C1=CC=C(C=C1)N1C(C=CC=C1)=O (5-Chloro-N-((3-(4-(2-oxopyridin-1(2H)-yl)phenyl)-4,5-dihydroisoxazol-5-yl)methyl)thiophene-2-carboxamide). RXN SMILES: Br[C:2]1[CH:7]=[CH:6][C:5]([C:8]2[CH2:12][CH:11]([CH2:13][NH:14][C:15]([C:17]3[S:18][C:19]([Cl:22])=[CH:20][CH:21]=3)=[O:16])[O:10][N:9]=2)=[CH:4][CH:3]=1.[OH:23][C:24]1[CH:29]=[CH:28][CH:27]=[CH:26][N:25]=1.CNCCNC.[O-]P([O-])([O-])=O.[K+].[K+].[K+].[Br-]>O1CCOCC1.[Cu]I.CS(C)=O>[Cl:22][C:19]1[S:18][C:17]([C:15]([NH:14][CH2:13][CH:11]2[O:10][N:9]=[C:8]([C:5]3[CH:6]=[CH:7][C:2]([N:25]4[CH:26]=[CH:27][CH:28]=[CH:29][C:24]4=[O:23])=[CH:3][CH:4]=3)[CH2:12]2)=[O:16])=[CH:21][CH:20]=1 |f:3.4.5.6|. Procedure: Aryl bromide (Example 1, 100 mg, 0.25 mmol) and 2-hydroxypyridine (95 mg, 1.0 mmol) were dissolved in 1.5 mL dry dioxane and 0.5 mL dry DMSO in a sealed tube. To it were added N,N′-dimethylethylenediamine (27 μL, 0.25 mmol), CuI (95 mg, 0.125 mmol) and K3PO4 (106 mg, 0.5 mmol) in order. The mixture was stirred and heated in 120° C. bath till all the bromide starting material had been consumed (3 hrs, monitored by analytical HPLC). The mixture was filtered and directly subjected to reverse phase ... Starting materials: FC1=C(C=C(C=C1)C1=CC=C(C=C1)F)C(=O)O (4,4′-Difluoro-biphenyl-3-carboxylic acid), C(C)OC(C=CC1=CC(=CC=C1)N)=O (3-(3-Amino-phenyl)-acrylic acid ethyl ester). The product is C(C)OC(C=CC1=CC(=CC=C1)NC(=O)C=1C=C(C=CC1F)C1=CC=C(C=C1)F)=O (3-{3-[(4,4′-Difluoro-biphenyl-3-carbonyl)-amino]-phenyl}-acrylic acid ethyl ester). RXN SMILES: [F:1][C:2]1[CH:7]=[CH:6][C:5]([C:8]2[CH:13]=[CH:12][C:11]([F:14])=[CH:10][CH:9]=2)=[CH:4][C:3]=1[C:15]([OH:17])=O.[CH2:18]([O:20][C:21](=[O:31])[CH:22]=[CH:23][C:24]1[CH:29]=[CH:28][CH:27]=[C:26]([NH2:30])[CH:25]=1)[CH3:19]>>[CH2:18]([O:20][C:21](=[O:31])[CH:22]=[CH:23][C:24]1[CH:29]=[CH:28][CH:27]=[C:26]([NH:30][C:15]([C:3]2[CH:4]=[C:5]([C:8]3[CH:9]=[CH:10][C:11]([F:14])=[CH:12][CH:13]=3)[CH:6]=[CH:7][C:2]=2[F:1])=[O:17])[CH:25]=1)[CH3:19]. Procedure: 4,4′-Difluoro-biphenyl-3-carboxylic acid (100 mg, 0.43 mmol) was coupled to aniline (60) (82 mg, 0.43 mmol) using Method C to give the title compound.